Dataset: the Open Reaction Database (ORD), a public repository of structured organic reaction records. Task: describe an organic reaction: reactants, conditions, products, and yield Starting materials: ClC1=CC(=CC=2N1N=C(N2)NC(C2=CN=CC=C2)=O)C(F)(F)F (N-[5-chloro-7-(trifluoromethyl)[1,2,4]triazolo[1,5-a]pyridin-2-yl]nicotinamide), NCC1CC1 ((aminomethyl)cyclopropane). The product is C1(CC1)CNC1=CC(=CC=2N1N=C(N2)NC(C2=CN=CC=C2)=O)C(F)(F)F (N-[5-[(cyclopropylmethyl)amino]-7-(trifluoromethyl)[1,2,4]triazolo[1,5-a]pyridin-2-yl]nicotinamide). As a reaction SMILES: Cl[C:2]1[N:7]2[N:8]=[C:9]([NH:11][C:12](=[O:19])[C:13]3[CH:18]=[CH:17][CH:16]=[N:15][CH:14]=3)[N:10]=[C:6]2[CH:5]=[C:4]([C:20]([F:23])([F:22])[F:21])[CH:3]=1.[NH2:24][CH2:25][CH:26]1[CH2:28][CH2:27]1>>[CH:26]1([CH2:25][NH:24][C:2]2[N:7]3[N:8]=[C:9]([NH:11][C:12](=[O:19])[C:13]4[CH:18]=[CH:17][CH:16]=[N:15][CH:14]=4)[N:10]=[C:6]3[CH:5]=[C:4]([C:20]([F:23])([F:22])[F:21])[CH:3]=2)[CH2:28][CH2:27]1. Procedure details: The title compound was prepared following procedure described for example 85, but starting from N-[5-chloro-7-(trifluoromethyl)[1,2,4]triazolo[1,5-a]pyridin-2-yl]nicotinamide ((B7), 50 mg; 0.15 mmol; 1.0 eq.) and (aminomethyl)cyclopropane (52 μl; 0.73 mmol; 5.0 eq.) as a white solid (43 mg, 78%). HPLC, Rt: 3.19 min. (purity 78.6%). LC/MS, M+(ESI): 420.0, M−(ESI): 418.0.